Dataset: the Open Reaction Database (ORD), a public repository of structured organic reaction records. Task: describe an organic reaction: reactants, conditions, products, and yield Starting materials: CC1=C(C(=CC(=C1)C)C)S(=O)(=O)[O-].N[N+]1=C(C(=CC=C1)C)C1=C(C=C(C=C1)OC)Cl (1-amino-2-(2-chloro-4-methoxyphenyl)-3-methylpyridinium 2,4,6-trimethylbenzenesulfonate), C(=O)([O-])[O-].[K+].[K+] (K2CO3), C(C#CC)(=O)OCC (ethyl but-2-ynoate). Solvent: CN(C)C=O (DMF), CN(C)C=O (DMF), C(Cl)Cl (CH2Cl2). Reaction conditions: time 16 hour. The product is ClC1=C(C=CC(=C1)OC)C1=C(C=CC=2N1N=C(C2C(=O)OCC)C)C (ethyl 7-(2-chloro-4-methoxyphenyl)-2,6-dimethylpyrazolo[1,5-a]pyridine-3-carboxylate). Yield: 48.2%. Reaction SMILES: CC1C=C(C)C=C(C)C=1S([O-])(=O)=O.[NH2:14][N+:15]1[CH:20]=[CH:19][CH:18]=[C:17]([CH3:21])[C:16]=1[C:22]1[CH:27]=[CH:26][C:25]([O:28][CH3:29])=[CH:24][C:23]=1[Cl:30].C([O-])([O-])=O.[K+].[K+].[C:37]([O:42][CH2:43][CH3:44])(=[O:41])[C:38]#[C:39][CH3:40]>CN(C=O)C.C(Cl)Cl>[Cl:30][C:23]1[CH:24]=[C:25]([O:28][CH3:29])[CH:26]=[CH:27][C:22]=1[C:16]1[N:15]2[N:14]=[C:39]([CH3:40])[C:38]([C:37]([O:42][CH2:43][CH3:44])=[O:41])=[C:20]2[CH:19]=[CH:18][C:17]=1[CH3:21] |f:0.1,2.3.4|. Procedure: A solution of crude 1-amino-2-(2-chloro-4-methoxyphenyl)-3-methylpyridinium 2,4,6-trimethylbenzenesulfonate (2.63 g, 5.9 mmol) in DMF (15 mL) was treated with K2CO3 (4.05 g, 29.3 mmol). A solution of ethyl but-2-ynoate (0.77 g, 6.9 mmol) in DMF (2 mL) was added and the reaction was stirred at ambient temperature for 16 hours then quenched with water and filtered to give a waxy yellow solid which was dissolved in CH2Cl2. The solution was washed with H2O, dried over MgSO4, and filtered. The filtra... Reactants: C(C)OC1=NN(C=C1CCC(=O)OCC)CC1=CC=C(C=C1)OCC=1N=C(OC1C)C1=CC=CC=C1 (ethyl 3-[3-ethoxy-1-[4-(5-methyl-2-phenyl-4-oxazolylmethoxy)benzyl]-1H-pyrazole-4-yl]propionate), [OH-].[Na+] (sodium hydroxide), O1CCCC1 (tetrahydrofuran), C(C)O (ethanol). Solvent: Cl (hydrochloric acid). Reaction conditions: time 2 hour. Yields the product C(C)OC1=NN(C=C1CCC(=O)O)CC1=CC=C(C=C1)OCC=1N=C(OC1C)C1=CC=CC=C1 (3-[3-ethoxy-1-[4-(5-methyl-2-phenyl-4-oxazolylmethoxy)benzyl]-1H-pyrazol-4-yl]propionic acid). Yield: 79.0%. Reaction SMILES: [CH2:1]([O:3][C:4]1[C:8]([CH2:9][CH2:10][C:11]([O:13]CC)=[O:12])=[CH:7][N:6]([CH2:16][C:17]2[CH:22]=[CH:21][C:20]([O:23][CH2:24][C:25]3[N:26]=[C:27]([C:31]4[CH:36]=[CH:35][CH:34]=[CH:33][CH:32]=4)[O:28][C:29]=3[CH3:30])=[CH:19][CH:18]=2)[N:5]=1)[CH3:2].[OH-].[Na+].O1CCCC1.C(O)C>Cl>[CH2:1]([O:3][C:4]1[C:8]([CH2:9][CH2:10][C:11]([OH:13])=[O:12])=[CH:7][N:6]([CH2:16][C:17]2[CH:18]=[CH:19][C:20]([O:23][CH2:24][C:25]3[N:26]=[C:27]([C:31]4[CH:32]=[CH:33][CH:34]=[CH:35][CH:36]=4)[O:28][C:29]=3[CH3:30])=[CH:21][CH:22]=2)[N:5]=1)[CH3:2] |f:1.2|. Procedure details: A mixture of ethyl 3-[3-ethoxy-1-[4-(5-methyl-2-phenyl-4-oxazolylmethoxy)benzyl]-1H-pyrazole-4-yl]propionate (441 mg), 1 N aqueous sodium hydroxide solution (2 ml), tetrahydrofuran (4 ml), and ethanol (4 ml) was stirred at room temperature for two hours, diluted with 1 N hydrochloric acid (2 ml), and extracted with ethyl acetate. The ethyl acetate layer was washed with saturated aqueous sodium chloride solution, dried (MgSO4), and concentrated. The obtained colorless crystals were collected by f... Starting materials: CC(C)(C)c1cc(C=O)cc(C(C)(C)C)c1, C1CCNCC1, CCO, N#CCc1ccccn1. Product: CC(C)(C)c1cc(C=C(C#N)c2ccccn2)cc(C(C)(C)C)c1. RXN SMILES: [C:1]([CH3:2])([CH3:3])([CH3:4])[c:5]1[cH:6][c:7]([CH:8]=[O:9])[cH:10][c:11]([C:13]([CH3:14])([CH3:15])[CH3:16])[cH:12]1.[CH2:26]1[CH2:27][CH2:28][NH:29][CH2:30][CH2:31]1.[CH3:32][CH2:33][OH:34].[n:17]1[c:18]([CH2:23][C:24]#[N:25])[cH:19][cH:20][cH:21][cH:22]1>>[C:1]([CH3:2])([CH3:3])([CH3:4])[c:5]1[cH:6][c:7]([CH:8]=[C:23]([c:18]2[n:17][cH:22][cH:21][cH:20][cH:19]2)[C:24]#[N:25])[cH:10][c:11]([C:13]([CH3:14])([CH3:15])[CH3:16])[cH:12]1.